This data is from the Open Reaction Database (ORD), a public repository of structured organic reaction records. The task is: describe an organic reaction: reactants, conditions, products, and yield Reactants: [OH-].[NH4+] (ammonium hydroxide), CCCCCCCCCCCC (dodecane), BrC=1C=C(C=C(C1)C)C (5-bromo-m-xylene), BrC=1C=C(C=C(C1)C)C (5-Bromo-m-xylene), C(C)N(C(C=1C(O)=CC=CC1)=O)CC (N,N-diethylsalicylamide), NC1=CC=C(C=C1)C (4-toluidine), [O-]P(=O)([O-])[O-].[K+].[K+].[K+] (K3PO4), Teflon. The reagents and catalysts are [Cu]I (CuI). Run in O (water), C(C)(=O)OCC (Ethyl acetate). Conditions: temperature 100 celsius, time 20 hour. Product: CC1=CC=C(C=C1)NC1=CC(=CC(=C1)C)C (N-(4-Methylphenyl)-3,5-dimethylaniline). As a reaction SMILES: C(N(CC)C(=O)C1C(=CC=CC=1)O)C.[NH2:15][C:16]1[CH:21]=[CH:20][C:19]([CH3:22])=[CH:18][CH:17]=1.[O-]P([O-])([O-])=O.[K+].[K+].[K+].Br[C:32]1[CH:33]=[C:34]([CH3:39])[CH:35]=[C:36]([CH3:38])[CH:37]=1.[OH-].[NH4+].CCCCCCCCCCCC>[Cu]I.O.C(OCC)(=O)C>[CH3:22][C:19]1[CH:20]=[CH:21][C:16]([NH:15][C:32]2[CH:37]=[C:36]([CH3:38])[CH:35]=[C:34]([CH3:39])[CH:33]=2)=[CH:17][CH:18]=1 |f:2.3.4.5,7.8|. Reported procedure: CuI (10 mg, 0.05 mmol), N,N-diethylsalicylamide (10 mg, 0.05 mmol), 4-toluidine (161, 1.5 mmol) and K3PO4 (425 mg, 2.0 mmol) were put into a screw-capped test tube with a Teflon-lined septum. The tube was then evacuated and backfilled with argon (3 cycles). 5-Bromo-m-xylene (136 μL, 1.0 mmol) was added by a syringe. The reaction mixture was stirred at 100° C. for 20 h. The reaction mixture was allowed to reach room temperature. Ethyl acetate (˜2 mL), water (˜10 mL), ammonium hydroxide (˜0.5 mL) ... The reactants are C(#N)C=1C=C(C=CC1)NC(NC1=CC=C(C=C1)S(=O)(=O)NCC1=C(C(=CC=C1F)F)F)=O (4-[3-(3-Cyanophenyl)-ureido]-N-(2,3,6-trifluorobenzyl)-benzenesulfonamide), Cl.CO (HCl MeOH). Run at time 8 hour. Product: COC(C1=CC(=CC=C1)NC(=O)NC1=CC=C(C=C1)S(NCC1=C(C(=CC=C1F)F)F)(=O)=O)=N (3-{3-[4-(2,3,6-trifluorobenzyl-sulfamoyl)-phenyl]-ureido}-benzimidic acid methyl ester). Isolated yield 99.0%. Reaction SMILES: [C:1]([C:3]1[CH:4]=[C:5]([NH:9][C:10](=[O:32])[NH:11][C:12]2[CH:17]=[CH:16][C:15]([S:18]([NH:21][CH2:22][C:23]3[C:28]([F:29])=[CH:27][CH:26]=[C:25]([F:30])[C:24]=3[F:31])(=[O:20])=[O:19])=[CH:14][CH:13]=2)[CH:6]=[CH:7][CH:8]=1)#[N:2].Cl.[CH3:34][OH:35]>>[CH3:34][O:35][C:1](=[NH:2])[C:3]1[CH:8]=[CH:7][CH:6]=[C:5]([NH:9][C:10]([NH:11][C:12]2[CH:17]=[CH:16][C:15]([S:18](=[O:19])(=[O:20])[NH:21][CH2:22][C:23]3[C:28]([F:29])=[CH:27][CH:26]=[C:25]([F:30])[C:24]=3[F:31])=[CH:14][CH:13]=2)=[O:32])[CH:4]=1 |f:1.2|. Procedure: 4-[3-(3-Cyanophenyl)-ureido]-N-(2,3,6-trifluorobenzyl)-benzenesulfonamide (230 mg, 0.5 mmol) was dissolved in HCl/MeOH (25 ml, 7 M) at 0° C. under inert atmosphere and stirred overnight at rt. The solution was concentrated and dried in vacuo to yield 99% of 3-{3-[4-(2,3,6-trifluorobenzyl-sulfamoyl)-phenyl]-ureido}-benzimidic acid methyl ester.